This data is from the Open Reaction Database (ORD), a public repository of structured organic reaction records. The task is: describe an organic reaction: reactants, conditions, products, and yield Reactants: ICCCC1=CNC2=CC=C(C=C12)[N+](=O)[O-] (3-[3-iodopropyl]-5-nitro-1H-indole), COC=1C=NC=CC1N1CCNCC1 (1-(3-methoxy-4-pyridinyl)-piperazine), C(=O)([O-])[O-].[K+].[K+] (K2CO3). The solvent is C(C)#N (acetonitrile). Run at time 12 hour. Yields the product COC=1C=NC=CC1N1CCN(CC1)CCCC1=CNC2=CC=C(C=C12)[N+](=O)[O-] (3-[3-[4-(3-methoxy-4-pyridinyl)-1-piperazinyl]propyl]-5-nitro-1H-indole). Isolated yield 36.1%. RXN SMILES: I[CH2:2][CH2:3][CH2:4][C:5]1[C:13]2[C:8](=[CH:9][CH:10]=[C:11]([N+:14]([O-:16])=[O:15])[CH:12]=2)[NH:7][CH:6]=1.[CH3:17][O:18][C:19]1[CH:20]=[N:21][CH:22]=[CH:23][C:24]=1[N:25]1[CH2:30][CH2:29][NH:28][CH2:27][CH2:26]1.C([O-])([O-])=O.[K+].[K+]>C(#N)C>[CH3:17][O:18][C:19]1[CH:20]=[N:21][CH:22]=[CH:23][C:24]=1[N:25]1[CH2:26][CH2:27][N:28]([CH2:2][CH2:3][CH2:4][C:5]2[C:13]3[C:8](=[CH:9][CH:10]=[C:11]([N+:14]([O-:16])=[O:15])[CH:12]=3)[NH:7][CH:6]=2)[CH2:29][CH2:30]1 |f:2.3.4|. Procedure: A mixture of 3-[3-iodopropyl]-5-nitro-1H-indole (1.4 g, 4.2 mmol), 1-(3-methoxy-4-pyridinyl)-piperazine (0.98 g, 5.09 mmol) and K2CO3 (1.4 g, 10.2 mmol) in 30 mL of acetonitrile was heated to reflux for 4 h. The reaction mixture was cooled and stirred for 12 h. The solvent was removed and the residue dissolved in ethyl acetate and water. The aqueous layer was separated and extracted with ethyl acetate. The organic extracts were dried (MgSO4) and concentrated, and the gummy residue was purified b...